From a dataset of the Open Reaction Database (ORD), a public repository of structured organic reaction records. describe an organic reaction: reactants, conditions, products, and yield Starting materials: C(C)(C)(C)OC(=O)NC(C(=O)O)CNC1=NC=CC=C1N (2-tert-Butoxycarbonylamino-3-(3-aminopyridin-2-ylamino)-propionic acid), CO (MeOH), Cl.CN(CCCN=C=NCC)C (1-(3-dimethylaminopropyl)-3-ethylcarbodiimide hydrochloride). Reagents/catalysts: CN(C1=CC=NC=C1)C (4-dimethylaminopyridine). Run in C(Cl)Cl (CH2Cl2), CCOC(=O)C (EtOAc). Conditions: time 18 hour. The product is COC(C(CNC1=NC=CC=C1N)NC(=O)OC(C)(C)C)=O (2-tert-Butoxycarbonylamino-3-(3-aminopyridin-2-ylamino)propionic acid methyl ester). Isolated yield 66.6%. RXN SMILES: [C:1]([O:5][C:6]([NH:8][CH:9]([CH2:13][NH:14][C:15]1[C:20]([NH2:21])=[CH:19][CH:18]=[CH:17][N:16]=1)[C:10]([OH:12])=[O:11])=[O:7])([CH3:4])([CH3:3])[CH3:2].CO.Cl.[CH3:25]N(C)CCCN=C=NCC>C(Cl)Cl.CN(C)C1C=CN=CC=1.CCOC(C)=O>[CH3:25][O:11][C:10](=[O:12])[CH:9]([NH:8][C:6]([O:5][C:1]([CH3:4])([CH3:2])[CH3:3])=[O:7])[CH2:13][NH:14][C:15]1[C:20]([NH2:21])=[CH:19][CH:18]=[CH:17][N:16]=1 |f:2.3|. Procedure: A solution of (2S) 2-tert-Butoxycarbonylamino-3-(3-aminopyridin-2-ylamino)-propionic acid (360 mg, 1.21 mmol) and MeOH (59 mg, 1.82 mmol) in anhydrous CH2Cl2 (20 ml) was treated with 4-dimethylaminopyridine (DMAP, 163 mg, 1.33 mmol) and 1-(3-dimethylaminopropyl)-3-ethylcarbodiimide hydrochloride (280 mg, 1.45 mmol). The reaction was stirred for 18 h, diluted with EtOAc (150 ml), washed with water (2×), sat. aq. NaHCO3, and sat. aq. NaCl, dried over Na2SO4 and concentrated in vacuo. Chromatograph...